Dataset: the Open Reaction Database (ORD), a public repository of structured organic reaction records. Task: describe an organic reaction: reactants, conditions, products, and yield Starting materials: CC(=O)OCc1cc(COC(C)=O)[nH]n1, O=C(c1ccccc1)c1cc([N+](=O)[O-])ccc1F, [H-], [Na+], CN(C)C=O. Product: CC(=O)OCc1cc(COC(C)=O)n(-c2ccc([N+](=O)[O-])cc2C(=O)c2ccccc2)n1. As a reaction SMILES: [C:1]([CH3:2])(=[O:3])[O:4][CH2:5][c:6]1[n:7][nH:8][c:9]([CH2:11][O:12][C:13]([CH3:14])=[O:15])[cH:10]1.[F:18][c:19]1[c:20]([C:21](=[O:22])[c:23]2[cH:24][cH:25][cH:26][cH:27][cH:28]2)[cH:29][c:30]([N+:33](=[O:34])[O-:35])[cH:31][cH:32]1.[H-:17].[Na+:16].[O:36]=[CH:37][N:38]([CH3:39])[CH3:40]>>[C:1]([CH3:2])(=[O:3])[O:4][CH2:5][c:6]1[n:7](-[c:19]2[c:20]([C:21](=[O:22])[c:23]3[cH:24][cH:25][cH:26][cH:27][cH:28]3)[cH:29][c:30]([N+:33](=[O:34])[O-:35])[cH:31][cH:32]2)[n:8][c:9]([CH2:11][O:12][C:13]([CH3:14])=[O:15])[cH:10]1. Reactants: ClC1=C(N=C(C(=N1)N=CN(C)C)C#N)C1=NN(C(C=C1)=O)C(C)C (N′-[6-chloro-3-cyano-5-(1-isopropyl-6-oxo-1,6-dihydro-3-pyridazinyl)-2-pyrazinyl]-N,N-dimethylimidoformamide), FC=1C=C(C=CC1)B(O)O (3-fluorophenylboronic acid), tetrakistriphenylphosphine palladium, C(=O)([O-])[O-].[Na+].[Na+] (Na2CO3), O (water), O (Water). The solvent is CCOC(=O)C (EtOAc). Conditions: temperature 90 celsius, time 15 hour. The product is C(#N)C=1C(=NC(=C(N1)C1=NN(C(C=C1)=O)C(C)C)C1=CC(=CC=C1)F)N=CN(C)C (N′-[3-cyano-6-(3-fluorophenyl)-5-(1-isopropyl-6-oxo-1,6-dihydro-3-pyridazinyl)-2-pyrazinyl]-N,N-dimethylimidoformamide). Isolated yield 42.6%. Reaction SMILES: Cl[C:2]1[N:7]=[C:6]([N:8]=[CH:9][N:10]([CH3:12])[CH3:11])[C:5]([C:13]#[N:14])=[N:4][C:3]=1[C:15]1[CH:20]=[CH:19][C:18](=[O:21])[N:17]([CH:22]([CH3:24])[CH3:23])[N:16]=1.[F:25][C:26]1[CH:27]=[C:28](B(O)O)[CH:29]=[CH:30][CH:31]=1.C([O-])([O-])=O.[Na+].[Na+].O>CCOC(C)=O>[C:13]([C:5]1[C:6]([N:8]=[CH:9][N:10]([CH3:12])[CH3:11])=[N:7][C:2]([C:30]2[CH:29]=[CH:28][CH:27]=[C:26]([F:25])[CH:31]=2)=[C:3]([C:15]2[CH:20]=[CH:19][C:18](=[O:21])[N:17]([CH:22]([CH3:24])[CH3:23])[N:16]=2)[N:4]=1)#[N:14] |f:2.3.4|. Procedure details: A mixture of N′-[6-chloro-3-cyano-5-(1-isopropyl-6-oxo-1,6-dihydro-3-pyridazinyl)-2-pyrazinyl]-N,N-dimethylimidoformamide (200 mg), 3-fluorophenylboronic acid (243 mg), tetrakistriphenylphosphine palladium (20.1 mg) and Na2CO3(246 mg) indioxane (10 ml) and water (2 ml) was stirred at 90° C. for 15 hours. Water and EtOAc were added to the reaction mixture. The organic layer was separated, and dried over MgSO4. The solvent was removed in vacuo. The residue was purified by silica gel column chromat... The reactants are ClCCl, COc1ccc(N2CCN(c3ccc(N=C=S)cc3)CC2)cc1, CC(C)(N)CO. Product: COc1ccc(N2CCN(c3ccc(NC(=S)NC(C)(C)CO)cc3)CC2)cc1. Reaction SMILES: [Cl:30][CH2:31][Cl:32].[N:1](=[C:2]=[S:3])[c:4]1[cH:5][cH:6][c:7]([N:10]2[CH2:11][CH2:12][N:13]([c:16]3[cH:17][cH:18][c:19]([O:22][CH3:23])[cH:20][cH:21]3)[CH2:14][CH2:15]2)[cH:8][cH:9]1.[NH2:24][C:25]([CH2:26][OH:27])([CH3:28])[CH3:29]>>[NH:1]([C:2](=[S:3])[NH:24][C:25]([CH2:26][OH:27])([CH3:28])[CH3:29])[c:4]1[cH:5][cH:6][c:7]([N:10]2[CH2:11][CH2:12][N:13]([c:16]3[cH:17][cH:18][c:19]([O:22][CH3:23])[cH:20][cH:21]3)[CH2:14][CH2:15]2)[cH:8][cH:9]1. The reactants are CCOCC (ether), NC1=C(C(C2=C(N=C(N=C2)NC2=C(C=C(C=C2)C2CCN(CC2)C(=O)OC(C)(C)C)OC)N1CC(C)(C)O)=O)C(N)=O (tert-Butyl 4-[4-(7-amino-6-carbamoyl-8-(2-hydroxy-2-methylpropyl)-5-oxo-5,8-dihydropyrido[2,3-d]pyrimidin-2-ylamino)-3-methoxyphenyl]piperidine-1-carboxylate), solution, Cl (hydrogen chloride). Run in ClCCl (dichloromethane), O1CCOCC1 (dioxane). Reaction conditions: time 1 hour. Yields the product Cl.NC1=C(C(C2=C(N=C(N=C2)NC2=C(C=C(C=C2)C2CCNCC2)OC)N1CC(C)(C)O)=O)C(=O)N (7-Amino-8-(2-hydroxy-2-methylpropyl)-2-(2-methoxy-4-piperid-4-yl-phenylamino)-5-oxo-5,8-dihydropyrido[2,3-d]pyrimidine-6-carboxamide hydrochloride). As a reaction SMILES: [NH2:1][C:2]1[N:33]([CH2:34][C:35]([OH:38])([CH3:37])[CH3:36])[C:6]2[N:7]=[C:8]([NH:11][C:12]3[CH:17]=[CH:16][C:15]([CH:18]4[CH2:23][CH2:22][N:21](C(OC(C)(C)C)=O)[CH2:20][CH2:19]4)=[CH:14][C:13]=3[O:31][CH3:32])[N:9]=[CH:10][C:5]=2[C:4](=[O:39])[C:3]=1[C:40](=[O:42])[NH2:41].[ClH:43].CCOCC>ClCCl.O1CCOCC1>[ClH:43].[NH2:1][C:2]1[N:33]([CH2:34][C:35]([OH:38])([CH3:37])[CH3:36])[C:6]2[N:7]=[C:8]([NH:11][C:12]3[CH:17]=[CH:16][C:15]([CH:18]4[CH2:19][CH2:20][NH:21][CH2:22][CH2:23]4)=[CH:14][C:13]=3[O:31][CH3:32])[N:9]=[CH:10][C:5]=2[C:4](=[O:39])[C:3]=1[C:40]([NH2:41])=[O:42] |f:5.6|. Procedure details: A suspension of 2.28 g (3.92 mmol) of the product prepared in step 19.1 in 70 mL of dichloromethane is cooled on an ice-water bath, and 9.8 mL (39.20 mmol) of a 4N solution of hydrogen chloride in dioxane are added slowly. The mixture is stirred at room temperature for 1 hour, and ether is added. The solid is drained by suction, rinsed with pentane and dried in an oven. 2.2 g of the expected product are obtained in the form of a beige-coloured solid, which is used as obtained in the following st... Procedure: To a stirring solution of (R)-1-(5-acetoxyhexyl)-8-bromo-7-ethoxymethyl-3-methylxanthine (prepared as for CT13430) (1.77 g, 4.0 mmol) in ethanol (100 ml) was added sodium sulfide (4.48 g, 80 mmol). The reaction mixture was stirred at 90° C. for 1 hour. After evaporation of the solvent under reduced pressure, the crude product was purified by flash chromatography on silica gel eluting with ethyl acetate-methanol (7:1) to provide (R)-1-(5-acetoxyhexyl)-7-ethoxymethyl-8-mercapto-3-methylxanthine. T... The solvent is C(C)O (ethanol). Reaction SMILES: [C:1]([O:4][C@H:5]([CH3:27])[CH2:6][CH2:7][CH2:8][CH2:9][N:10]1[C:19](=[O:20])[C:18]2[N:17]([CH2:21][O:22][CH2:23][CH3:24])[C:16](Br)=[N:15][C:14]=2[N:13]([CH3:26])[C:11]1=[O:12])(=[O:3])[CH3:2].[S-2:28].[Na+].[Na+]>C(O)C>[C:1]([O:4][C@H:5]([CH3:27])[CH2:6][CH2:7][CH2:8][CH2:9][N:10]1[C:19](=[O:20])[C:18]2[N:17]([CH2:21][O:22][CH2:23][CH3:24])[C:16]([SH:28])=[N:15][C:14]=2[N:13]([CH3:26])[C:11]1=[O:12])(=[O:3])[CH3:2] |f:1.2.3|. Reaction conditions: temperature 90 celsius, time 1 hour. Yields the product C(C)(=O)O[C@@H](CCCCN1C(=O)N(C=2N=C(N(C2C1=O)COCC)S)C)C ((R)-1-(5-acetoxyhexyl)-7-ethoxymethyl-8-mercapto-3-methylxanthine). Reactants: C(C)(=O)O[C@@H](CCCCN1C(=O)N(C=2N=C(N(C2C1=O)COCC)Br)C)C ((R)-1-(5-acetoxyhexyl)-8-bromo-7-ethoxymethyl-3-methylxanthine), [S-2].[Na+].[Na+] (sodium sulfide).